From a dataset of the Open Reaction Database (ORD), a public repository of structured organic reaction records. describe an organic reaction: reactants, conditions, products, and yield Starting materials: C[Si](N[Si](C)(C)C)(C)C (hexamethyl disilazane), C(CCC)[Li] (butyllithium), CC(=O)C (acetone), C1(=CC=CC=C1)SC1=C(C2C(CC2C1)=O)C(=O)OC(C1=CC=CC=C1)C1=CC=CC=C1 (3-phenylthio-7-oxobicyclo[3.2.0]hept-2-en-2-carboxylic acid, diphenylmethyl ester). The solvent is O1CCCC1 (tetrahydrofuran), C(C)(=O)O (acetic acid), O1CCCC1 (tetrahydrofuran). Reaction conditions: time 20 minute. Product: C1(=CC=CC=C1)SC1=C(C2C(C(C2C1)C(C)(C)O)=O)C(=O)OC(C1=CC=CC=C1)C1=CC=CC=C1 (3-Phenylthio-6-(2-hydroxyprop-2-yl)-7-oxobicyclo[3.2.0]-hept-2-en-2-carboxylic Acid, Diphenylmethyl Ester). The yield is 17.4%. Reaction SMILES: C[Si](C)(C)N[Si](C)(C)C.C([Li])CCC.[C:15]1([S:21][C:22]2[CH2:28][CH:27]3[CH:24]([C:25](=[O:29])[CH2:26]3)[C:23]=2[C:30]([O:32][CH:33]([C:40]2[CH:45]=[CH:44][CH:43]=[CH:42][CH:41]=2)[C:34]2[CH:39]=[CH:38][CH:37]=[CH:36][CH:35]=2)=[O:31])[CH:20]=[CH:19][CH:18]=[CH:17][CH:16]=1.[CH3:46][C:47]([CH3:49])=[O:48]>O1CCCC1.C(O)(=O)C>[C:15]1([S:21][C:22]2[CH2:28][CH:27]3[CH:24]([C:25](=[O:29])[CH:26]3[C:47]([OH:48])([CH3:49])[CH3:46])[C:23]=2[C:30]([O:32][CH:33]([C:40]2[CH:41]=[CH:42][CH:43]=[CH:44][CH:45]=2)[C:34]2[CH:35]=[CH:36][CH:37]=[CH:38][CH:39]=2)=[O:31])[CH:16]=[CH:17][CH:18]=[CH:19][CH:20]=1. Procedure: To a stirred solution of 60 μL of hexamethyl disilazane in 10 mL of dry tetrahydrofuran at 0° under argon was added dropwise 190 μL of butyllithium (1.37M in hexane). To this solution at -78° was added a solution of 106 mg of 3-phenylthio-7-oxobicyclo[3.2.0]hept-2-en-2-carboxylic acid, diphenylmethyl ester, in 1 mL of tetrahydrofuran over a 3 min period. The reaction mixture was stirred for 10 min after which time 25 μL of acetone was added. After 20 min, 50 μL of acetic acid was added, the reac...